Dataset: the Open Reaction Database (ORD), a public repository of structured organic reaction records. Task: describe an organic reaction: reactants, conditions, products, and yield Reactants: OCCBr, CCO, OC1CC2CCC(C1)N2, Cl, [Na+], [Na+], O=C([O-])[O-]. The product is OCCN1C2CCC1CC(O)C2. RXN SMILES: [Br:17][CH2:18][CH2:19][OH:20].[CH3:21][CH2:22][OH:23].[CH:2]12[CH2:3][CH:4]([OH:10])[CH2:5][CH:6]([CH2:7][CH2:8]1)[NH:9]2.[ClH:1].[Na+:11].[Na+:12].[O-:13][C:14](=[O:15])[O-:16]>>[CH:2]12[CH2:3][CH:4]([OH:10])[CH2:5][CH:6]([CH2:7][CH2:8]1)[N:9]2[CH2:18][CH2:19][OH:20]. Reactants: BrCC=1C=C(C#N)C=C(C1)Cl (3-(bromomethyl)-5-chlorobenzonitrile), Cl.C(C)(C)(C)OC(CNC)=O (sarcosine tert-butyl ester hydrochloride). The product is ClC=1C=C(CN(CC(=O)OC(C)(C)C)C)C=C(C1)C#N (tert-butyl N-(3-chloro-5-cyanobenzyl)-methylglycinate), oil. Isolated yield 78.0%. RXN SMILES: Br[CH2:2][C:3]1[CH:4]=[C:5]([CH:8]=[C:9]([Cl:11])[CH:10]=1)[C:6]#[N:7].Cl.[C:13]([O:17][C:18](=[O:22])[CH2:19][NH:20][CH3:21])([CH3:16])([CH3:15])[CH3:14]>>[Cl:11][C:9]1[CH:10]=[C:3]([CH:4]=[C:5]([C:6]#[N:7])[CH:8]=1)[CH2:2][N:20]([CH3:21])[CH2:19][C:18]([O:17][C:13]([CH3:16])([CH3:15])[CH3:14])=[O:22] |f:1.2|. Procedure: The title compound was prepared following general procedure 10, starting from 3-(bromomethyl)-5-chlorobenzonitrile and sarcosine tert-butyl ester hydrochloride. It was isolated as a yellow oil (570 mg, 78%). LC/MS (Method B): 295.1 (M+H)+. Reported procedure: [step 5] To (E)-2-{8-[(2-cyclopropyl-8-hydroxyimidazo[1,2-a]pyrazin-3-yl)methyl]-3-fluorodibenzo[b,e]oxepin-11(6H)-ylidene}propanenitrile (3.8 g, 8.3 mmol) obtained in step 4 was added phosphorus oxychloride (19 mL, 207 mmol), and the mixture was stirred with heating at 110° C. for 4 hr. The mixture was concentrated under reduced pressure, saturated aqueous sodium hydrogen carbonate solution was added to the residue, and the mixture was extracted 3 times with ethyl acetate. The combined organic ... Isolated yield 94.7%. Reaction SMILES: [CH:1]1([C:4]2[N:5]=[C:6]3[C:11](O)=[N:10][CH:9]=[CH:8][N:7]3[C:13]=2[CH2:14][C:15]2[CH:34]=[CH:33][C:18]3/[C:19](=[C:29](/[CH3:32])\[C:30]#[N:31])/[C:20]4[CH:27]=[CH:26][C:25]([F:28])=[CH:24][C:21]=4[O:22][CH2:23][C:17]=3[CH:16]=2)[CH2:3][CH2:2]1.P(Cl)(Cl)([Cl:37])=O>>[Cl:37][C:11]1[C:6]2[N:7]([C:13]([CH2:14][C:15]3[CH:34]=[CH:33][C:18]4/[C:19](=[C:29](/[CH3:32])\[C:30]#[N:31])/[C:20]5[CH:27]=[CH:26][C:25]([F:28])=[CH:24][C:21]=5[O:22][CH2:23][C:17]=4[CH:16]=3)=[C:4]([CH:1]3[CH2:2][CH2:3]3)[N:5]=2)[CH:8]=[CH:9][N:10]=1. Reactants: C1(CC1)C=1N=C2N(C=CN=C2O)C1CC1=CC2=C(/C(/C3=C(OC2)C=C(C=C3)F)=C(\C#N)/C)C=C1 ((E)-2-{8-[(2-cyclopropyl-8-hydroxyimidazo[1,2-a]pyrazin-3-yl)methyl]-3-fluorodibenzo[b,e]oxepin-11(6H)-ylidene}propanenitrile), P(=O)(Cl)(Cl)Cl (phosphorus oxychloride). Yields the product ClC=1C=2N(C=CN1)C(=C(N2)C2CC2)CC2=CC1=C(/C(/C3=C(OC1)C=C(C=C3)F)=C(\C#N)/C)C=C2 ((E)-2-{8-[(8-chloro-2-cyclopropylimidazo[1,2-a]pyrazin-3-yl)methyl]-3-fluorodibenzo[b,e]oxepin-11(6H)-ylidene}propanenitrile). Run at temperature 110 celsius. The reactants are OC=1C(N(C=CC1)C)=O (3-hydroxy-1-methyl-1H-pyridin-2-one), Ru Al2O3. Solvent: CO (methanol). Conditions: temperature 50 celsius, time 48 hour. Yields the product OC1C(N(CCC1)C)=O (3-hydroxy-1-methylpiperidin-2-one). The yield is 95.2%. Reaction SMILES: [OH:1][C:2]1[C:3](=[O:9])[N:4]([CH3:8])[CH:5]=[CH:6][CH:7]=1>CO>[OH:1][CH:2]1[CH2:7][CH2:6][CH2:5][N:4]([CH3:8])[C:3]1=[O:9]. Reported procedure: A mixture of 3-hydroxy-1-methyl-1H-pyridin-2-one (11.5 g, 91.91 mmol) and Ru/Al2O3 (2.5 g) in methanol (120 mL) was stirred under hydrogen (10 bar) in a 250-mL pressure reactor for 48 hr at 50° C. The catalyst was removed by filtration and the filtrate was concentrated in vacuo to give the title compound (11.3 g, 90%) as a brown oil: 1H NMR (400 MHz, DMSO delta 3.85-3.82 (m, 1H), 3.28-3.18 (m, 2H), 2.79 (s, 3H), 1.98-1.92 (m, 1H), 1.87-1.81 (m, 1H), 1.75-1.69 (m, 1H), 1.64-1.55 (m, 1H). Starting materials: C(CCCCC)(=O)OC1=CC(=CC=C1)CCCCCCCCCCCCCC (hexanoic acid, 3-tetradecylphenyl ester), [Cl-].[Al+3].[Cl-].[Cl-] (aluminum chloride), Cl (hydrochloric acid). The solvent is CCOCC (ether). Product: OC1=C(C=CC(=C1)CCCCCCCCCCCCCC)C(CCCCC)=O (1-(2-Hydroxy-4-tetradecylphenyl)-1-hexanone). As a reaction SMILES: C([O:8][C:9]1[CH:14]=[CH:13][CH:12]=[C:11]([CH2:15][CH2:16][CH2:17][CH2:18][CH2:19][CH2:20][CH2:21][CH2:22][CH2:23][CH2:24][CH2:25][CH2:26][CH2:27][CH3:28])[CH:10]=1)(=O)CCCCC.[Cl-].[Al+3].[Cl-].[Cl-].Cl>CCOCC>[OH:8][C:9]1[CH:10]=[C:11]([CH2:15][CH2:16][CH2:17][CH2:18][CH2:19][CH2:20][CH2:21][CH2:22][CH2:23][CH2:24][CH2:25][CH2:26][CH2:27][CH3:28])[CH:12]=[CH:13][C:14]=1[C:9](=[O:8])[CH2:10][CH2:11][CH2:12][CH2:13][CH3:14] |f:1.2.3.4|. Procedure details: A 14.28 g portion of hexanoic acid, 3-tetradecylphenyl ester was heated to 90°-100° C., then 9.81 g of aluminum chloride was added in portions over 2 hours. Heating was continued for an additional hour, then the mixture was allowed to cool, diluted with ether and poured onto a mixture of ice and concentrated hydrochloric acid. The ether layer was washed with water, then dried and the solvent removed, giving 7 g of the desired compound, mp 44°-45° C.